describe an organic reaction: reactants, conditions, products, and yield From a dataset of the Open Reaction Database (ORD), a public repository of structured organic reaction records. Reactants: C(=O)NC=1SC=C(N1)C(C(=O)NC1[C@@H]2N(C(=C(CS2)C=C)C(=O)OC(C2=CC=CC=C2)C2=CC=CC=C2)C1=O)=NOCC1=NC=CC=C1 (benzhydryl 7-[2-(2-formamidothiazol-4-yl)-2-(2-pyridylmethoxyimino)acetamido]-3-vinyl-3-cephem-4-carboxylate), Cl (hydrochloric acid). Solvent: CO (methanol). Conditions: time 1.5 hour. The product is NC=1SC=C(N1)C(C(=O)NC1[C@@H]2N(C(=C(CS2)C=C)C(=O)OC(C2=CC=CC=C2)C2=CC=CC=C2)C1=O)=NOCC1=NC=CC=C1 (benzhydryl 7-[2-(2-aminothiazol-4-yl)-2-(2-pyridylmethoxyimino)acetamido]-3-vinyl-3-cephem-4-carboxylate). The yield is 88.0%. As a reaction SMILES: C([NH:3][C:4]1[S:5][CH:6]=[C:7]([C:9](=[N:40][O:41][CH2:42][C:43]2[CH:48]=[CH:47][CH:46]=[CH:45][N:44]=2)[C:10]([NH:12][CH:13]2[C:38](=[O:39])[N:15]3[C:16]([C:22]([O:24][CH:25]([C:32]4[CH:37]=[CH:36][CH:35]=[CH:34][CH:33]=4)[C:26]4[CH:31]=[CH:30][CH:29]=[CH:28][CH:27]=4)=[O:23])=[C:17]([CH:20]=[CH2:21])[CH2:18][S:19][C@H:14]23)=[O:11])[N:8]=1)=O.Cl>CO>[NH2:3][C:4]1[S:5][CH:6]=[C:7]([C:9](=[N:40][O:41][CH2:42][C:43]2[CH:48]=[CH:47][CH:46]=[CH:45][N:44]=2)[C:10]([NH:12][CH:13]2[C:38](=[O:39])[N:15]3[C:16]([C:22]([O:24][CH:25]([C:32]4[CH:33]=[CH:34][CH:35]=[CH:36][CH:37]=4)[C:26]4[CH:27]=[CH:28][CH:29]=[CH:30][CH:31]=4)=[O:23])=[C:17]([CH:20]=[CH2:21])[CH2:18][S:19][C@H:14]23)=[O:11])[N:8]=1. Procedure details: A mixture of benzhydryl 7-[2-(2-formamidothiazol-4-yl)-2-(2-pyridylmethoxyimino)acetamido]-3-vinyl-3-cephem-4-carboxylate (syn isomer)(5.45 g), conc. hydrochloric acid (5 ml) and methanol (150 ml) was stirred at ambient temperature for 1.5 hours. After removal of the solvent, to the residue were added ethyl acetate and water, followed by adjusting to pH 7 with 20% aqueous sodium carbonate. The separated ethyl acetate solution was washed with an aqueous sodium chloride and then dried over anhydro... The reactants are C(C)(C)NC(=O)C1=CN(C2=NC=C(N=C21)C2=NN(C1=CC(=CC=C21)F)C2CNC2)COCC[Si](C)(C)C (2-(1-azetidin-3-yl-6-fluoro-1H-indazol-3-yl)-5-(2-trimethylsilanylethoxymethyl)-5H-pyrrolo[2,3-b]pyrazine-7-carboxylic acid isopropylamide), C(=O)(C(F)(F)F)O (TFA), C(CN)N (ethylene diamine). The solvent is C(Cl)Cl (CH2Cl2). Reaction conditions: time 3 hour. Product: C(C)(C)NC(=O)C1=CNC2=NC=C(N=C21)C2=NN(C1=CC(=CC=C21)F)C2CNC2 (2-(1-azetidin-3-yl-6-fluoro-1H-indazol-3-yl)-5H-pyrrolo[2,3-b]pyrazine-7-carboxylic acid isopropylamide). The yield is 6.3%. RXN SMILES: [CH:1]([NH:4][C:5]([C:7]1[C:15]2[C:10](=[N:11][CH:12]=[C:13]([C:16]3[C:24]4[C:19](=[CH:20][C:21]([F:25])=[CH:22][CH:23]=4)[N:18]([CH:26]4[CH2:29][NH:28][CH2:27]4)[N:17]=3)[N:14]=2)[N:9](COCC[Si](C)(C)C)[CH:8]=1)=[O:6])([CH3:3])[CH3:2].C(O)(C(F)(F)F)=O.C(N)CN>C(Cl)Cl>[CH:1]([NH:4][C:5]([C:7]1[C:15]2[C:10](=[N:11][CH:12]=[C:13]([C:16]3[C:24]4[C:19](=[CH:20][C:21]([F:25])=[CH:22][CH:23]=4)[N:18]([CH:26]4[CH2:27][NH:28][CH2:29]4)[N:17]=3)[N:14]=2)[NH:9][CH:8]=1)=[O:6])([CH3:3])[CH3:2]. Procedure details: To a solution of 2-(1-azetidin-3-yl-6-fluoro-1H-indazol-3-yl)-5-(2-trimethylsilanylethoxymethyl)-5H-pyrrolo[2,3-b]pyrazine-7-carboxylic acid isopropylamide (36 mg, 0.69 mmol) in CH2Cl2 (1 mL) was added TFA (0.5 mL, 6.5 mmol). The reaction mixture was stirred at room temperature for 3 h then concentrated. The residue was redissolved in CH2Cl2 (1 mL) and ethylene diamine (0.2 mL, 3.00 mmol) was added. The reaction mixture was stirred at room temperature for 1 h then quenched with water and extract... Reactants: C1CCOC1, CO, COC(=O)c1cc(OC)c2cccc(C3CC3)c2n1, [Na+], [OH-]. Yields the product COc1cc(C(=O)O)nc2c(C3CC3)cccc12. As a reaction SMILES: [CH2:20]1[O:21][CH2:22][CH2:23][CH2:24]1.[CH3:27][OH:28].[CH:1]1([c:4]2[cH:5][cH:6][cH:7][c:8]3[c:9]([O:18][CH3:19])[cH:10][c:11]([C:14](=[O:15])[O:16][CH3:17])[n:12][c:13]23)[CH2:2][CH2:3]1.[Na+:26].[OH-:25]>>[CH:1]1([c:4]2[cH:5][cH:6][cH:7][c:8]3[c:9]([O:18][CH3:19])[cH:10][c:11]([C:14](=[O:15])[OH:16])[n:12][c:13]23)[CH2:2][CH2:3]1. The reactants are C(C)OC(C(C(=O)OC(C)(C)C)C1=CC(=C(C=C1)[N+](=O)[O-])OCC1=CC=CC=C1)=O (2-(3-Benzyloxy-4-nitrophenyl)-malonic acid tert-butyl ester ethyl ester). Solvent: C(=O)O (formic acid). Reaction conditions: time 18 hour. Product: C(C)OC(CC1=CC(=C(C=C1)[N+](=O)[O-])OCC1=CC=CC=C1)=O ((3-benzyloxy-4-nitrophenyl)-acetic acid ethyl ester). As a reaction SMILES: [CH2:1]([O:3][C:4](=[O:30])[CH:5]([C:13]1[CH:18]=[CH:17][C:16]([N+:19]([O-:21])=[O:20])=[C:15]([O:22][CH2:23][C:24]2[CH:29]=[CH:28][CH:27]=[CH:26][CH:25]=2)[CH:14]=1)C(OC(C)(C)C)=O)[CH3:2]>C(O)=O>[CH2:1]([O:3][C:4](=[O:30])[CH2:5][C:13]1[CH:18]=[CH:17][C:16]([N+:19]([O-:21])=[O:20])=[C:15]([O:22][CH2:23][C:24]2[CH:29]=[CH:28][CH:27]=[CH:26][CH:25]=2)[CH:14]=1)[CH3:2]. Procedure: 2-(3-Benzyloxy-4-nitrophenyl)-malonic acid tert-butyl ester ethyl ester (5.00 g, 12.0 mmol) is suspended in formic acid (60 mL) and stirred at RT for 18 h. The solvent is removed under reduced pressure and the residue taken up in EtOAc (100 mL). The organic solution is extracted with saturated NaHCO3 (2×50 mL) and brine (30 mL), before being dried over Na2SO4 and concentrated to an oil. Purification by flash column (10-15% EtOAc/hexanes) affords (3-benzyloxy-4-nitrophenyl)-acetic acid ethyl este... Starting materials: C(C1=CC=CC=C1)(=O)C1=C(N=C(S1)NC(OC(C)(C)C)=O)C=1OC=CC1 (tert-Butyl N-[5-benzoyl-4-(2-furyl)thiazol-2-yl]carbamate). Run in FC(C(=O)O)(F)F (trifluoroacetic acid). Reaction conditions: time 1 hour. Product: C1(=CC=CC=C1)C(=O)C1=C(N=C(S1)N)C=1OC=CC1 (2-Amino-4-(2-furyl)thiazol-5-yl phenyl ketone). Isolated yield 97.3%. As a reaction SMILES: [C:1]([C:9]1[S:13][C:12]([NH:14]C(=O)OC(C)(C)C)=[N:11][C:10]=1[C:22]1[O:23][CH:24]=[CH:25][CH:26]=1)(=[O:8])[C:2]1[CH:7]=[CH:6][CH:5]=[CH:4][CH:3]=1>FC(F)(F)C(O)=O>[C:2]1([C:1]([C:9]2[S:13][C:12]([NH2:14])=[N:11][C:10]=2[C:22]2[O:23][CH:24]=[CH:25][CH:26]=2)=[O:8])[CH:3]=[CH:4][CH:5]=[CH:6][CH:7]=1. Procedure: Compound 135 (6.18 g, 16.7 mmol) was dissolved in trifluoroacetic acid (17 mL), followed by stirring at room temperature for 1 hour. The reaction mixture was concentrated under reduced pressure, ethyl acetate and a saturated aqueous solution of sodium hydrogencarbonate were added to the residue, and the organic layer was separated. The organic layer was washed with a saturated aqueous solution of sodium chloride and dried over anhydrous magnesium sulfate, and then the solvent was distilled away ... Starting materials: CC(Br)C(=O)N(Cc1ccccc1)CC(O)C(F)(F)F, [H-], [Na+]. Yields the product CC1OC(C(F)(F)F)CN(Cc2ccccc2)C1=O. RXN SMILES: [CH2:3]([c:4]1[cH:5][cH:6][cH:7][cH:8][cH:9]1)[N:10]([C:11]([CH:12]([CH3:13])[Br:14])=[O:15])[CH2:16][CH:17]([C:18]([F:19])([F:20])[F:21])[OH:22].[H-:2].[Na+:1]>>[CH2:3]([c:4]1[cH:5][cH:6][cH:7][cH:8][cH:9]1)[N:10]1[C:11](=[O:15])[CH:12]([CH3:13])[O:22][CH:17]([C:18]([F:19])([F:20])[F:21])[CH2:16]1. Reactants: N1C2=C(OCC1=O)N=CC=C2 (1H-pyrido[2,3-b][1,4]oxazin-2-one), O (water), aqueous solution, [OH-].[Na+] (sodium hydroxide), O (water), [H-].[Al+3].[Li+].[H-].[H-].[H-] (Lithium aluminum hydride). Solvent: O1CCCC1 (tetrahydrofuran), O1CCCC1 (tetrahydrofuran). Reaction conditions: time 2 hour. The product is N1C2=C(OCC1)N=CC=C2 (2,3-dihydro-1H-pyrido[2,3-b][1,4]oxazine). Yield: 88.1%. As a reaction SMILES: [NH:1]1[C:6](=O)[CH2:5][O:4][C:3]2[N:8]=[CH:9][CH:10]=[CH:11][C:2]1=2.[H-].[Al+3].[Li+].[H-].[H-].[H-].O.[OH-].[Na+]>O1CCCC1>[NH:1]1[CH2:6][CH2:5][O:4][C:3]2[N:8]=[CH:9][CH:10]=[CH:11][C:2]1=2 |f:1.2.3.4.5.6,8.9|. Reported procedure: 1H-pyrido[2,3-b][1,4]oxazin-2-one (113 mg, 0.75 mmol) was dissolved in tetrahydrofuran (3.5 ml) and then cooled to 0□. 1.0M Lithium aluminum hydride dissolved in tetrahydrofuran (1.5 ml, 1.5 mmol) was added thereto dropwise. After stirring for 2 hours at room temperature, 0.1 ml of water, 0.2 ml of 10% aqueous solution of sodium hydroxide, and 0.3 ml of water were added in this order under stirring. After filtering precipitates, the filtrate was extracted with ethyl acetate. The combined organic... Reactants: C(#N)C1=CC=C(C=C1)N1C(OC(C1)C(=O)O)=O (3-(4-cyanophenyl)-2-oxo-5-oxazolidinecarboxylic acid), [Cl-].O[NH3+] (hydroxylammonium chloride), C([O-])([O-])=O.[Na+].[Na+] (sodium carbonate). Run in CO (methanol), O (water). The product is Cl (hydrochloric acid), Cl.NC(C1=CC=C(C=C1)N1C(OC(C1)C(=O)O)=O)=NO (3-[4-(amino(hydroxylimino)methyl)phenyl]-2-oxo-5-oxazolidinecarboxylic acid, hydrochloride). RXN SMILES: [C:1]([C:3]1[CH:8]=[CH:7][C:6]([N:9]2[CH2:13][CH:12]([C:14]([OH:16])=[O:15])[O:11][C:10]2=[O:17])=[CH:5][CH:4]=1)#[N:2].[Cl-:18].[OH:19][NH3+:20].C(=O)([O-])[O-].[Na+].[Na+]>CO.O>[ClH:18].[ClH:18].[NH2:2][C:1](=[N:20][OH:19])[C:3]1[CH:4]=[CH:5][C:6]([N:9]2[CH2:13][CH:12]([C:14]([OH:16])=[O:15])[O:11][C:10]2=[O:17])=[CH:7][CH:8]=1 |f:1.2,3.4.5,9.10|. Reported procedure: 27.9 g of 3-(4-cyanophenyl)-2-oxo-5-oxazolidine carboxylic acid [obtainable according to Example 1] and 26.4 g of hydroxylammonium chloride are boiled for 5 h in a mixture of 750 ml of methanol and 30 ml of water in the presence of 53.4 g of sodium carbonate. The precipitate formed is filtered off with suction, washed with methanol and dried. Treatment with hydrochloric acid gives 3-[4-(amino(hydroxylimino)methyl)phenyl]-2-oxo-5-oxazolidinecarboxylic acid, hydrochloride, m.p. 205°-208°. Reactants: C(C)(=O)N[C@H]1[C@H](OCC)O[C@@H]([C@H]([C@@H]1OC(C)=O)O[C@H]1[C@H](OC(C)=O)[C@@H](OC(C)=O)[C@@H](O[C@@H]2[C@H](OC(C)=O)[C@@H](OC(C)=O)[C@@H](OC(C)=O)[C@H](O2)COC(C)=O)[C@H](O1)COC(C)=O)COC(C)=O (Ethyl 2-acetamido-2-deoxy-3,6-di-O-acetyl-4-O-[2,3,6-tri-O-acetyl-4-O-(2,3,4,6-tetra-O-acetyl-α-D-galactopyranosyl)-β-D-galactopyranosyl]-β-glucopyranoside), ( H ). Run in C[O-].[Na+] (sodium methoxide). Yields the product C(C)(=O)N[C@H]1[C@H](OCC)O[C@@H]([C@H]([C@@H]1O)O[C@H]1[C@H](O)[C@@H](O)[C@@H](O[C@@H]2[C@H](O)[C@@H](O)[C@@H](O)[C@H](O2)CO)[C@H](O1)CO)CO (Ethyl 2-acetamido-2-deoxy-4-O-[4-O-(α-D-galactopyranosyl)-β-D-galactopyranosyl]-β-D- glucopyranoside). The yield is 61.0%. As a reaction SMILES: [C:1]([NH:4][C@@H:5]1[C@@H:13]([O:14]C(=O)C)[C@H:12]([O:18][C@@H:19]2[O:56][C@H:55]([CH2:57][O:58]C(=O)C)[C@H:30]([O:31][C@H:32]3[O:49][C@H:48]([CH2:50][O:51]C(=O)C)[C@H:43]([O:44]C(=O)C)[C@H:38]([O:39]C(=O)C)[C@H:33]3[O:34]C(=O)C)[C@H:25]([O:26]C(=O)C)[C@H:20]2[O:21]C(=O)C)[C@@H:11]([CH2:62][O:63]C(=O)C)[O:10][C@H:6]1[O:7][CH2:8][CH3:9])(=[O:3])[CH3:2]>C[O-].[Na+]>[C:1]([NH:4][C@@H:5]1[C@@H:13]([OH:14])[C@H:12]([O:18][C@@H:19]2[O:56][C@H:55]([CH2:57][OH:58])[C@H:30]([O:31][C@H:32]3[O:49][C@H:48]([CH2:50][OH:51])[C@H:43]([OH:44])[C@H:38]([OH:39])[C@H:33]3[OH:34])[C@H:25]([OH:26])[C@H:20]2[OH:21])[C@@H:11]([CH2:62][OH:63])[O:10][C@H:6]1[O:7][CH2:8][CH3:9])(=[O:3])[CH3:2] |f:1.2|. Procedure details: Compound 87 (58 mg, 0.06 mmol) was O-deacetylated in methanolic sodium methoxide (0.036M, 5.5 ml) at room temperature for 21 h. The mixture was neutralized with Duolite C-26 (H) resin, filtered and concentrated. The residue was dissolved in water and lyophilized to give 88 (21 mg, 60%) with [α]D22 +25° (c 0.7, water). 1H-NMR [(CD3)2SO+D2O, 50°, Me4Si] δ inter alia 4.80 (d, 1H, J=3.5 Hz, H1"), 4.37 (d, 1H, J=8 Hz, H1 or H1'), 4.29 (d, 1H, J=7.5 Hz, H1 or H1'), 4.07 (bt, 1H, J~6.5 Hz), 1.81 (s, 3H...